describe an organic reaction: reactants, conditions, products, and yield From a dataset of the Open Reaction Database (ORD), a public repository of structured organic reaction records. Starting materials: [N-]=C=O (isocyanate), ClCCOC=1C=C2C(N(C=NC2=CC1)C=1C=C(C(=O)O)C=CC1C)=O (3-[6-(2-chloroethoxy)-4-oxoquinazolin-3(4H)-yl]-4-methylbenzoic acid), Cl.O1CCNCCC1 (1,4-oxazepane hydrochloride), C(C)(C)N(C(C)C)CC (N,N-diisopropylethylamine). The solvent is C(Cl)Cl (methylene chloride), CC(=O)N(C)C (DMA). Reaction conditions: time 16 hour. Product: CC1=C(C=C(C(=O)O)C=C1)N1C=NC2=CC=C(C=C2C1=O)OCCN1CCOCCC1 (4-methyl-3-[6-[2-(1,4-oxazepan-4-yl)ethoxy]-4-oxoquinazolin-3(4H)-yl]benzoic acid). Yield: 52.5%. As a reaction SMILES: Cl[CH2:2][CH2:3][O:4][C:5]1[CH:6]=[C:7]2[C:12](=[CH:13][CH:14]=1)[N:11]=[CH:10][N:9]([C:15]1[CH:16]=[C:17]([CH:21]=[CH:22][C:23]=1[CH3:24])[C:18]([OH:20])=[O:19])[C:8]2=[O:25].Cl.[O:27]1[CH2:33][CH2:32][CH2:31][NH:30][CH2:29][CH2:28]1.C(N(CC)C(C)C)(C)C.[N-]=C=O>CC(N(C)C)=O.C(Cl)Cl>[CH3:24][C:23]1[CH:22]=[CH:21][C:17]([C:18]([OH:20])=[O:19])=[CH:16][C:15]=1[N:9]1[C:8](=[O:25])[C:7]2[C:12](=[CH:13][CH:14]=[C:5]([O:4][CH2:3][CH2:2][N:30]3[CH2:31][CH2:32][CH2:33][O:27][CH2:28][CH2:29]3)[CH:6]=2)[N:11]=[CH:10]1 |f:1.2|. Procedure: To a stirred solution of 3-[6-(2-chloroethoxy)-4-oxoquinazolin-3(4H)-yl]-4-methylbenzoic acid (0.50 g), 1,4-oxazepane hydrochloride (0.77 g), N,N-diisopropylethylamine (0.98 ml) and KI (0.47 g) in DMA (2 ml) was heated to 120° C. for 30 minutes in a microwave (Personal Chemistry Emrys Optimizer with 300 W magnetron). The reaction mixture was diluted with methylene chloride (20 ml), CombiZorb isocyanate resin (loading 1.03 mmol/g from Agilent) (6 g) added and stirred at room temperature for 16 ho... Reactants: ClC1=C(C=C2C(C(=CN(C2=N1)C1CC1)C(=O)O)=O)F (7-chloro-1-cyclopropyl-6-fluoro-1,4-dihydro-4-oxo-1,8-naphthyridine-3-carboxylic acid), C1(CC1)NC[C@H]1CNC[C@H]1F ((3R,4S)-3-cyclopropylaminomethyl-4-fluoropyrrolidine). Yields the product C1(CC1)N1C=C(C(C2=CC(=C(N=C12)N1C[C@@H]([C@@H](C1)F)CNC1CC1)F)=O)C(=O)O (1-cyclopropyl-7-[(3S,4S)-3-cyclopropylaminomethyl-4-fluoro-1-pyrrolidinyl]-6-fluoro-1,4-dihydro-4-oxo-1,8-naphthyridine-3-carboxylic acid). Isolated yield 19.6%. As a reaction SMILES: Cl[C:2]1[N:11]=[C:10]2[C:5]([C:6](=[O:18])[C:7]([C:15]([OH:17])=[O:16])=[CH:8][N:9]2[CH:12]2[CH2:14][CH2:13]2)=[CH:4][C:3]=1[F:19].[CH:20]1([NH:23][CH2:24][C@@H:25]2[C@H:29]([F:30])[CH2:28][NH:27][CH2:26]2)[CH2:22][CH2:21]1>>[CH:12]1([N:9]2[C:10]3[C:5](=[CH:4][C:3]([F:19])=[C:2]([N:27]4[CH2:28][C@@H:29]([F:30])[C@@H:25]([CH2:24][NH:23][CH:20]5[CH2:21][CH2:22]5)[CH2:26]4)[N:11]=3)[C:6](=[O:18])[C:7]([C:15]([OH:17])=[O:16])=[CH:8]2)[CH2:14][CH2:13]1. Procedure details: Using 7-chloro-1-cyclopropyl-6-fluoro-1,4-dihydro-4-oxo-1,8-naphthyridine-3-carboxylic acid (283 mg) and (3R,4S)-3-cyclopropylaminomethyl-4-fluoropyrrolidine (190 mg), the same procedure was followed as in Example 23 to give 1-cyclopropyl-7-[(3S,4S)-3-cyclopropylaminomethyl-4-fluoro-1-pyrrolidinyl]-6-fluoro-1,4-dihydro-4-oxo-1,8-naphthyridine-3-carboxylic acid as a white powder (79.4 mg). Reactants: OCCCBr, Cc1cccc(Cl)c1N. The product is Cc1cccc(Cl)c1NCCCO. Reaction SMILES: [Br:10][CH2:11][CH2:12][CH2:13][OH:14].[Cl:1][c:2]1[cH:3][cH:4][cH:5][c:6]([CH3:9])[c:7]1[NH2:8]>>[Cl:1][c:2]1[cH:3][cH:4][cH:5][c:6]([CH3:9])[c:7]1[NH:8][CH2:11][CH2:12][CH2:13][OH:14]. Run in C(C)O (ethanol). RXN SMILES: [Cl:1][C:2]1[CH:23]=[C:22]([Cl:24])[CH:21]=[CH:20][C:3]=1[C:4]([C:6]1[C:14]2[C:9](=[CH:10][CH:11]=[C:12]([C:15]([O:17]C)=[O:16])[CH:13]=2)[NH:8][C:7]=1[CH3:19])=[O:5].[OH-].[Na+]>C(O)C>[C:15]([C:12]1[CH:13]=[C:14]2[C:9](=[CH:10][CH:11]=1)[NH:8][C:7]([CH3:19])=[C:6]2[C:4](=[O:5])[C:3]1[CH:20]=[CH:21][C:22]([Cl:24])=[CH:23][C:2]=1[Cl:1])([OH:17])=[O:16] |f:1.2|. The yield is 97.1%. Reactants: ClC1=C(C(=O)C2=C(NC3=CC=C(C=C23)C(=O)OC)C)C=CC(=C1)Cl (3-(2,4-Dichlorobenzoyl)-5-(methoxycarbonyl)-2-methylindole), [OH-].[Na+] (sodium hydroxide). The product is C(=O)(O)C=1C=C2C(=C(NC2=CC1)C)C(C1=C(C=C(C=C1)Cl)Cl)=O (5-carboxy-3-(2,4-dichlorobenzoyl)-2-methylindole). Reported procedure: 3-(2,4-Dichlorobenzoyl)-5-(methoxycarbonyl)-2-methylindole (0.60 g) is suspended in ethanol (10 ml), to which is added an aqueous solution of 1.5 M sodium hydroxide (5 ml), and heated under reflux for 3 hours. The reaction mixture is concentrated under reduced pressure, and the residue is made acidic with water and 3 M HCl added thereto. The crystal formed is taken out through filtration, then suspended in ethanol-toluene, and concentrated under reduced pressure for azeotropic dehydration. Next,...